Dataset: the Open Reaction Database (ORD), a public repository of structured organic reaction records. Task: describe an organic reaction: reactants, conditions, products, and yield Reactants: C(C)(C)OC1=C(C=C(C=C1)[N+](=O)[O-])N(C)C(C)C (2-isopropoxy-N-isopropyl-N-methyl-5-nitrobenzenamine). Reagents/catalysts: [Pd] (Pd/C). The solvent is C(C)O (ethanol). Run at time 2 hour. Product: C(C)(C)OC1=CC=C(C=C1N(C)C(C)C)N (6-isopropoxy-N1-isopropyl-N1-methylbenzene-1,3-diamine). Isolated yield 99.8%. Reaction SMILES: [CH:1]([O:4][C:5]1[CH:10]=[CH:9][C:8]([N+:11]([O-])=O)=[CH:7][C:6]=1[N:14]([CH:16]([CH3:18])[CH3:17])[CH3:15])([CH3:3])[CH3:2]>C(O)C.[Pd]>[CH:1]([O:4][C:5]1[C:6]([N:14]([CH:16]([CH3:18])[CH3:17])[CH3:15])=[CH:7][C:8]([NH2:11])=[CH:9][CH:10]=1)([CH3:3])[CH3:2]. Reported procedure: A suspension of 2-isopropoxy-N-isopropyl-N-methyl-5-nitrobenzenamine 3 (300 mg, 1.19 mmol, 1 equiv) in ethanol (3 mL) was charged with 10% Pd/C (50% water, 253 mg, 0.119 mmol, 0.10 equiv) and air was evacuated with vacuum. The vacuum was replaced with a balloon filled with hydrogen gas, and the reaction was allowed to stir for 2 hours. The catalyst was filtered off using a pad of celite and rinsed with ethanol. The filtrate was concentrated to give 6-isopropoxy-N1-isopropyl-N1-methylbenzene-1,3-... Reactants: COC(=O)c1nc(Br)ccc1O, CO, [Li+], [OH-]. Yields the product O=C(O)c1nc(Br)ccc1O. RXN SMILES: [Br:1][c:2]1[cH:3][cH:4][c:5]([OH:12])[c:6]([C:8](=[O:9])[O:10][CH3:11])[n:7]1.[CH3:15][OH:16].[Li+:14].[OH-:13]>>[Br:1][c:2]1[cH:3][cH:4][c:5]([OH:12])[c:6]([C:8](=[O:9])[OH:10])[n:7]1. The reactants are Cl.NC1(CCCC1)CCl (1-amino-1-(chloromethyl)cyclopentane HCl salt), CC1=C(C=CC(=C1)[N+](=O)[O-])N=C=S (2-methyl-4-nitrophenyl isothiocyanate). Yields the product CC1=C(C=CC(=C1)[N+](=O)[O-])N=C1NC2(CS1)CCCC2 (2-(2-methyl-4-nitrophenylimino)-3-thia-1-azaspiro[4.4]nonane). As a reaction SMILES: Cl.[NH2:2][C:3]1([CH2:8]Cl)[CH2:7][CH2:6][CH2:5][CH2:4]1.[CH3:10][C:11]1[CH:16]=[C:15]([N+:17]([O-:19])=[O:18])[CH:14]=[CH:13][C:12]=1[N:20]=[C:21]=[S:22]>>[CH3:10][C:11]1[CH:16]=[C:15]([N+:17]([O-:19])=[O:18])[CH:14]=[CH:13][C:12]=1[N:20]=[C:21]1[S:22][CH2:8][C:3]2([CH2:7][CH2:6][CH2:5][CH2:4]2)[NH:2]1 |f:0.1|. Procedure: 1-Amino-1-(hydroxymethyl)cyclopentane was synthesized as described in Method B1c. The 2-hydroxyethylamine was reacted with SOCl2 according to Method B7a to give 1-amino-1-(chloromethyl)cyclopentane HCl salt. The 2-chloroethylamine was reacted with 2-methyl-4-nitrophenyl isothiocyanate according to Method C1e to give 2-(2-methyl-4-nitrophenylimino)-3-thia-1-azaspiro[4.4]nonane. The thiazolidine was reacted with isobutyl bromide according to Method D2a to afford 1-isobutyl-2-(2-methyl-4-nitropheny... Starting materials: COC(=O)Cc1ccc(C#Cc2ccc3c(c2)C(C)(C)CN(C2CC2)C3)cc1, CO, [Li+], [OH-], O, O. The product is CC1(C)CN(C2CC2)Cc2ccc(C#Cc3ccc(CC(=O)O)cc3)cc21. Reaction SMILES: [CH3:1][O:2][C:3]([CH2:4][c:5]1[cH:6][cH:7][c:8]([C:11]#[C:12][c:13]2[cH:14][c:15]3[c:20]([cH:21][cH:22]2)[CH2:19][N:18]([CH:23]2[CH2:24][CH2:25]2)[CH2:17][C:16]3([CH3:26])[CH3:27])[cH:9][cH:10]1)=[O:28].[CH3:29][OH:30].[Li+:33].[OH-:32].[OH2:31].[OH2:34]>>[O:2]=[C:3]([CH2:4][c:5]1[cH:6][cH:7][c:8]([C:11]#[C:12][c:13]2[cH:14][c:15]3[c:20]([cH:21][cH:22]2)[CH2:19][N:18]([CH:23]2[CH2:24][CH2:25]2)[CH2:17][C:16]3([CH3:26])[CH3:27])[cH:9][cH:10]1)[OH:28].